Dataset: the Open Reaction Database (ORD), a public repository of structured organic reaction records. Task: describe an organic reaction: reactants, conditions, products, and yield The solvent is C(Cl)Cl (methylene chloride), C(Cl)Cl (methylene chloride), O1CCOCC1 (1,4-dioxane). Procedure: N-Iodopropargyloxycarbonyl glycine (compound 1, 4.96 g., 17.52 mmole) was dissolved in a mixture of methylene chloride and 1,4-dioxane (450 ml., 20 ml. respectively) and cooled to 0° C. with an ice bath. Iodopropargyl alcohol (3.51 g., 19.29 mmole) was added, followed by 4-dimethylaminopyridine (0.22 g., 1.80 mmole) and N-(dimethylaminopropyl)-N'-ethylcarbodiimide hydrochloride (4.17 g., 21.75 mmole). The reaction mixture was stirred at 4° C. for 17 hours. Upon warming to room temperature, the r... Run at temperature 0 celsius, time 17 hour. Reagents/catalysts: CN(C1=CC=NC=C1)C (4-dimethylaminopyridine). Reactants: IN(CC(=O)O)C(=O)OCC#C (N-iodopropargyloxycarbonyl glycine), IN(CC(=O)O)C(=O)OCC#C (N-iodopropargyloxycarbonyl glycine), Cl.CN(C)CCCN=C=NCC (N-(dimethylaminopropyl)-N'-ethylcarbodiimide hydrochloride), IC(C#C)O (Iodopropargyl alcohol). As a reaction SMILES: [I:1][N:2]([C:7]([O:9][CH2:10][C:11]#[CH:12])=[O:8])[CH2:3][C:4]([OH:6])=[O:5].[I:13][CH:14](O)[C:15]#[CH:16].Cl.CN(CCCN=C=NCC)C>C(Cl)Cl.O1CCOCC1.CN(C)C1C=CN=CC=1>[I:13][CH:14]([O:5][C:4](=[O:6])[CH2:3][N:2]([C:7]([O:9][CH2:10][C:11]#[CH:12])=[O:8])[I:1])[C:15]#[CH:16] |f:2.3|. The product is IC(C#C)OC(CN(I)C(=O)OCC#C)=O (N-iodopropargyloxycarbonyl glycine iodopropargyl ester). Reactants: B(Br)(Br)Br (boron tribromide), FC(C(=O)O)(F)F (trifluoroacetic acid). Yields the product FC(C(=O)[O-])(F)F.FC(C(=O)[O-])(F)F.FC(C(=O)[O-])(F)F.[B+3] (boron tris(trifluoroacetate)). As a reaction SMILES: [B:1](Br)(Br)Br.[F:5][C:6]([F:11])([F:10])[C:7]([OH:9])=[O:8]>>[F:5][C:6]([F:11])([F:10])[C:7]([O-:9])=[O:8].[F:5][C:6]([F:11])([F:10])[C:7]([O-:9])=[O:8].[F:5][C:6]([F:11])([F:10])[C:7]([O-:9])=[O:8].[B+3:1] |f:2.3.4.5|. Procedure: Place boron tribromide (215 mg, 0.86 mmol) in a flask and cool to 0° C. Cautiously add trifluoroacetic acid (5 mL) with stirring. Evaporate the solvent to give boron tris(trifluoroacetate). Reactants: NC1=CC(=C(C#N)C=C1F)F (4-amino-2,5-difluorobenzonitrile), S(O)(O)(=O)=O (sulphuric acid), [OH-].[Na+] (sodium hydroxide), O (water). Solvent: O1CCOCC1 (dioxane). Run at temperature 80 celsius, time 96 hour. The product is NC1=CC(=C(C(=O)O)C=C1F)F (4-amino-2,5-difluorobenzoic acid). Yield: 42.0%. RXN SMILES: [NH2:1][C:2]1[C:9]([F:10])=[CH:8][C:5]([C:6]#N)=[C:4]([F:11])[CH:3]=1.S(=O)(=O)(O)O.[OH2:17].[OH-:18].[Na+]>O1CCOCC1>[NH2:1][C:2]1[C:9]([F:10])=[CH:8][C:5]([C:6]([OH:18])=[O:17])=[C:4]([F:11])[CH:3]=1 |f:3.4|. Procedure details: To a solution of 4-amino-2,5-difluorobenzonitrile (6.21 g, 38.28 mmol) in dioxane (32.5 mL) was added 52.2 mL of sulphuric acid 73% p/p. The reaction mixture was stirred at 80° C. for 96 hours. The crude was poured into 250 mL of water and basified by sodium hydroxide 32% until basic pH and washed with methylen chloride. The aqueous phase was neutralized with hydrochloric acid 5N and the crude was extracted with ethyl acetate, washed with brine, dried and the solvent was removed under reduced pr... The reactants are CC(C)(C)[Si](C)(C)OCCN1C(=O)Cc2ccccc2-c2cccnc21, [Li]CCCC, CC(C)c1cc(C(C)C)c(S(=O)(=O)N=[N+]=[N-])c(C(C)C)c1, CC(=O)O, CC(C)NC(C)C, [KH], [N-]=[N+]=[N-], [Na+], [Na+], O=S(=O)([O-])[O-], C1CCOC1. Product: CC(C)(C)[Si](C)(C)OCCN1C(=O)C(N=[N+]=[N-])c2ccccc2-c2cccnc21. Reaction SMILES: [C:45]([CH3:46])([CH3:47])([CH3:48])[Si:49]([O:50][CH2:51][CH2:52][N:53]1[C:54](=[O:68])[CH2:55][c:56]2[c:57]([cH:64][cH:65][cH:66][cH:67]2)-[c:58]2[c:59]1[n:60][cH:61][cH:62][cH:63]2)([CH3:69])[CH3:70].[CH2:40]([Li:41])[CH2:42][CH2:43][CH3:44].[CH3:1][CH:2]([c:3]1[cH:4][c:5]([CH:6]([CH3:7])[CH3:8])[cH:9][c:10]([CH:11]([CH3:12])[CH3:13])[c:14]1[S:15]([N:16]=[N+:17]=[N-:18])(=[O:19])=[O:20])[CH3:21].[CH3:71][C:72](=[O:73])[OH:74].[CH:33]([NH:34][CH:35]([CH3:36])[CH3:37])([CH3:38])[CH3:39].[KH:32].[N-:29]=[N+:30]=[N-:31].[Na+:22].[Na+:23].[O-:24][S:25](=[O:26])(=[O:27])[O-:28].[O:75]1[CH2:76][CH2:77][CH2:78][CH2:79]1>>[N:29](=[N+:30]=[N-:31])[CH:55]1[C:54](=[O:68])[N:53]([CH2:52][CH2:51][O:50][Si:49]([C:45]([CH3:46])([CH3:47])[CH3:48])([CH3:69])[CH3:70])[c:59]2[c:58]([cH:63][cH:62][cH:61][n:60]2)-[c:57]2[c:56]1[cH:67][cH:66][cH:65][cH:64]2.